This data is from the Open Reaction Database (ORD), a public repository of structured organic reaction records. The task is: describe an organic reaction: reactants, conditions, products, and yield Starting materials: C(C)(C)NC(C)C (diisopropylamine), C(CCC)[Li] (n-butyllithium), II (iodine), COC1=NC=CN=C1 (2-methoxypyrazine). Run in C1CCOC1 (THF), C(C)(=O)OCC (ethyl acetate), C1CCOC1 (THF), C1CCOC1 (THF). Reaction conditions: time 20 minute. Yields the product IC1=NC=CN=C1OC (2-Iodo-3-methoxypyrazine). Reaction SMILES: C(NC(C)C)(C)C.C([Li])CCC.[CH3:13][O:14][C:15]1[CH:20]=[N:19][CH:18]=[CH:17][N:16]=1.[I:21]I>C(OCC)(=O)C.C1COCC1>[I:21][C:20]1[C:15]([O:14][CH3:13])=[N:16][CH:17]=[CH:18][N:19]=1. Procedure details: To 20 ml of an anhydrous THF solution of 1.3 g of diisopropylamine was added 4.8 ml (2.5 M hexane solution) of n-butyllithium at −78° C., and the mixture was stirred at that temperature for 20 minutes. To the reaction mixture was added 10 ml of a THF solution of 1.1 of 2-methoxypyrazine, followed by stirring at −78° C. for 1 hour. To the reaction mixture was further added 10 ml of a THF solution of 4.0 g of iodine, followed by stirring for 4 hours while gradually elevating the temperature to roo... Starting materials: O=C1CCC(=O)N1Br, CC(=O)Oc1ccc(Br)cc1C(=O)Nc1nc(C(C)(C)C)cs1, CC#N. Product: CC(=O)Oc1ccc(Br)cc1C(=O)Nc1nc(C(C)(C)C)c(Br)s1. As a reaction SMILES: [Br:24][N:25]1[C:26](=[O:27])[CH2:28][CH2:29][C:30]1=[O:31].[C:1]([CH3:2])(=[O:3])[O:4][c:5]1[c:6]([C:7](=[O:8])[NH:9][c:10]2[s:11][cH:12][c:13]([C:15]([CH3:16])([CH3:17])[CH3:18])[n:14]2)[cH:19][c:20]([Br:23])[cH:21][cH:22]1.[CH3:32][C:33]#[N:34]>>[C:1]([CH3:2])(=[O:3])[O:4][c:5]1[c:6]([C:7](=[O:8])[NH:9][c:10]2[s:11][c:12]([Br:24])[c:13]([C:15]([CH3:16])([CH3:17])[CH3:18])[n:14]2)[cH:19][c:20]([Br:23])[cH:21][cH:22]1. Starting materials: [Ag+], CCOC(=O)c1cc(CBr)cc(C2(C#N)CCCC2)c1, CC(CO)(Cc1ccccc1)NC(=O)OC(C)(C)C, CC(C)(C)c1cccc(C(C)(C)C)n1, CC(Cl)Cl, O=S(=O)([O-])C(F)(F)F. The product is CCOC(=O)c1cc(COCC(C)(Cc2ccccc2)NC(=O)OC(C)(C)C)cc(C2(C#N)CCCC2)c1. RXN SMILES: [Ag+:66].[Br:1][CH2:2][c:3]1[cH:4][c:5]([C:6](=[O:7])[O:8][CH2:9][CH3:10])[cH:11][c:12]([C:14]2([C:19]#[N:20])[CH2:15][CH2:16][CH2:17][CH2:18]2)[cH:13]1.[C:21]([CH3:22])([CH3:23])([CH3:24])[O:25][C:26](=[O:27])[NH:28][C:29]([CH2:30][OH:31])([CH2:32][c:33]1[cH:34][cH:35][cH:36][cH:37][cH:38]1)[CH3:39].[C:40]([c:41]1[cH:42][cH:43][cH:44][c:45]([C:46]([CH3:47])([CH3:48])[CH3:49])[n:50]1)([CH3:51])([CH3:52])[CH3:53].[Cl:54][CH:55]([Cl:56])[CH3:57].[F:58][C:59]([F:60])([F:61])[S:62]([O-:63])(=[O:64])=[O:65]>>[CH2:2]([c:3]1[cH:4][c:5]([C:6](=[O:7])[O:8][CH2:9][CH3:10])[cH:11][c:12]([C:14]2([C:19]#[N:20])[CH2:15][CH2:16][CH2:17][CH2:18]2)[cH:13]1)[O:31][CH2:30][C:29]([NH:28][C:26]([O:25][C:21]([CH3:22])([CH3:23])[CH3:24])=[O:27])([CH2:32][c:33]1[cH:34][cH:35][cH:36][cH:37][cH:38]1)[CH3:39].